This data is from the Open Reaction Database (ORD), a public repository of structured organic reaction records. The task is: describe an organic reaction: reactants, conditions, products, and yield The reactants are C(=O)(O)[O-].[Na+] (NaHCO3), Cl.N[C@H](C(=O)NC(C)(C)C)CC1=CC=C(C=C1)OCC1=CC=CC=C1 ((S)-2-Amino-3-(4-benzyloxy-phenyl)-N-tert-butyl-propionamide monohydrochloride), C(C)(C)(C)C1=CC=C(C=O)C=C1 (4-tert-butylbenzaldehyde), C(C)(=O)O[BH-](OC(C)=O)OC(C)=O.[Na+] (sodium triacetoxyborohydride). Run in hexanes, CCOC(=O)C (EtOAc), C(Cl)Cl (CH2Cl2). Reaction conditions: time 30 minute. Yields the product Cl.C(C1=CC=CC=C1)OC1=CC=C(C=C1)C[C@@H](C(=O)NC(C)(C)C)NCC1=CC=C(C=C1)C(C)(C)C ((S)-3-(4-Benzyloxy-phenyl)-N-tert-butyl-2-(4-tert-butyl-benzylamino)-propionamide monohydrochloride). Reaction SMILES: [ClH:1].[NH2:2][C@@H:3]([CH2:11][C:12]1[CH:17]=[CH:16][C:15]([O:18][CH2:19][C:20]2[CH:25]=[CH:24][CH:23]=[CH:22][CH:21]=2)=[CH:14][CH:13]=1)[C:4]([NH:6][C:7]([CH3:10])([CH3:9])[CH3:8])=[O:5].[C:26]([C:30]1[CH:37]=[CH:36][C:33]([CH:34]=O)=[CH:32][CH:31]=1)([CH3:29])([CH3:28])[CH3:27].C(O[BH-](OC(=O)C)OC(=O)C)(=O)C.[Na+].C([O-])(O)=O.[Na+]>C(Cl)Cl.CCOC(C)=O>[ClH:1].[CH2:19]([O:18][C:15]1[CH:14]=[CH:13][C:12]([CH2:11][C@H:3]([NH:2][CH2:34][C:33]2[CH:36]=[CH:37][C:30]([C:26]([CH3:29])([CH3:28])[CH3:27])=[CH:31][CH:32]=2)[C:4]([NH:6][C:7]([CH3:8])([CH3:10])[CH3:9])=[O:5])=[CH:17][CH:16]=1)[C:20]1[CH:25]=[CH:24][CH:23]=[CH:22][CH:21]=1 |f:0.1,3.4,5.6,9.10|. Reported procedure: (S)-2-Amino-3-(4-benzyloxy-phenyl)-N-tert-butyl-propionamide monohydrochloride (3.85 g, 10.6 mmol, Example 2, Step A) and 4-tert-butylbenzaldehyde (1.72 g, 10.6 mmol, Aldrich, Milwaukee, Wis.) were mixed in CH2Cl2 (54 mL). After stirring at ambient temperature under a nitrogen atmosphere for 30 minutes, the solution was cooled to 0° C. in an ice-water bath. To this solution was added sodium triacetoxyborohydride (3.37 g, 15.9 mmol). The resulting reaction mixture was stirred for 30 minutes at 0°... Reactants: Brc1cccc2nccn12, C1CCOC1, CCCC[Sn](CCCC)(CCCC)c1nc(N2CCOCC2)c2sc(CN3CCC(N(C)C)CC3)cc2n1, [Cu]I, c1ccc(P(c2ccccc2)(c2ccccc2)[Pd](P(c2ccccc2)(c2ccccc2)c2ccccc2)(P(c2ccccc2)(c2ccccc2)c2ccccc2)P(c2ccccc2)(c2ccccc2)c2ccccc2)cc1. Yields the product CN(C)C1CCN(Cc2cc3nc(-c4cccc5nccn45)nc(N4CCOCC4)c3s2)CC1. As a reaction SMILES: [Br:39][c:40]1[cH:41][cH:42][cH:43][c:44]2[n:45]1[cH:46][cH:47][n:48]2.[CH2:49]1[O:50][CH2:51][CH2:52][CH2:53]1.[CH3:1][N:2]([CH:3]1[CH2:4][CH2:5][N:6]([CH2:9][c:10]2[cH:11][c:12]3[n:13][c:14]([Sn:25]([CH2:26][CH2:27][CH2:28][CH3:29])([CH2:30][CH2:31][CH2:32][CH3:33])[CH2:34][CH2:35][CH2:36][CH3:37])[n:15][c:16]([N:19]4[CH2:20][CH2:21][O:22][CH2:23][CH2:24]4)[c:17]3[s:18]2)[CH2:7][CH2:8]1)[CH3:38].[Cu:131][I:132].[cH:54]1[cH:55][cH:56][c:57]([P:58]([Pd:59]([P:60]([c:61]2[cH:62][cH:63][cH:64][cH:65][cH:66]2)([c:67]2[cH:68][cH:69][cH:70][cH:71][cH:72]2)[c:73]2[cH:74][cH:75][cH:76][cH:77][cH:78]2)([P:79]([c:80]2[cH:81][cH:82][cH:83][cH:84][cH:85]2)([c:86]2[cH:87][cH:88][cH:89][cH:90][cH:91]2)[c:92]2[cH:93][cH:94][cH:95][cH:96][cH:97]2)[P:98]([c:99]2[cH:100][cH:101][cH:102][cH:103][cH:104]2)([c:105]2[cH:106][cH:107][cH:108][cH:109][cH:110]2)[c:111]2[cH:112][cH:113][cH:114][cH:115][cH:116]2)([c:117]2[cH:118][cH:119][cH:120][cH:121][cH:122]2)[c:123]2[cH:124][cH:125][cH:126][cH:127][cH:128]2)[cH:129][cH:130]1>>[CH3:1][N:2]([CH:3]1[CH2:4][CH2:5][N:6]([CH2:9][c:10]2[cH:11][c:12]3[n:13][c:14](-[c:40]4[cH:41][cH:42][cH:43][c:44]5[n:45]4[cH:46][cH:47][n:48]5)[n:15][c:16]([N:19]4[CH2:20][CH2:21][O:22][CH2:23][CH2:24]4)[c:17]3[s:18]2)[CH2:7][CH2:8]1)[CH3:38]. RXN SMILES: [Br:1][c:2]1[cH:3][c:4]([F:19])[c:5]([Cl:18])[c:6]([O:8][c:9]2[c:10]([Cl:17])[cH:11][cH:12][c:13]([CH3:16])[c:14]2[F:15])[cH:7]1.[C:40]([Cl:41])([Cl:42])([Cl:43])[Cl:44].[N:28]#[C:29][C:30]([N:31]=[N:32][C:33]([C:34]#[N:35])([CH3:36])[CH3:37])([CH3:38])[CH3:39].[O:20]=[C:21]1[N:22]([Br:27])[C:23](=[O:24])[CH2:25][CH2:26]1>>[Br:1][c:2]1[cH:3][c:4]([F:19])[c:5]([Cl:18])[c:6]([O:8][c:9]2[c:10]([Cl:17])[cH:11][cH:12][c:13]([CH2:16][Br:27])[c:14]2[F:15])[cH:7]1. Starting materials: Cc1ccc(Cl)c(Oc2cc(Br)cc(F)c2Cl)c1F, ClC(Cl)(Cl)Cl, CC(C)(C#N)N=NC(C)(C)C#N, O=C1CCC(=O)N1Br. Yields the product Fc1cc(Br)cc(Oc2c(Cl)ccc(CBr)c2F)c1Cl. The reactants are C(C1=CC=CC=C1)OC1=C2CN(C([C@@H](C3=CC=C([C@H](COC(NC(C=C1F)=C2)=O)C)C(=C3)C)NC=3C=C2C=CN=C(C2=CC3)N(C(OC(C)(C)C)=O)C(=O)OC(C)(C)C)=O)C (tert-Butyl N-(6-{[(2R,15R)-7-(benzyloxy)-8-fluoro-4,15,20-trimethyl-3,12-dioxo-13-oxa-4,11-diazatricyclo[14.2.2.16,10]henicosa-1(18),6,8,10 (21),16,19-hexaen-2-yl]amino}isoquinolin-1-yl)-N-[(tert-butoxy)carbonyl]carbamate). Reagents/catalysts: [Pd] (Pd—C). Solvent: CO (methanol). Reaction conditions: time 1 hour. Product: C(C)(C)(C)OC(=O)N(C(OC(C)(C)C)=O)C1=NC=CC2=CC(=CC=C12)N[C@@H]1C2=CC=C([C@H](COC(NC=3C=C(C(=C(CN(C1=O)C)C3)O)F)=O)C)C(=C2)C (tert-Butyl N-[(tert-butoxy)carbonyl]-N-(6-{[(2R,15R)-8-fluoro-7-hydroxy-4,15,20-trimethyl-3,12-dioxo-13-oxa-4,11-diazatricyclo[14.2.2.16,10]henicosa-1(18),6,8,10(21),16,19-hexaen-2-yl]amino}isoquinolin-1-yl)carbamate). The yield is 98.5%. As a reaction SMILES: C([O:8][C:9]1[C:26]([F:27])=[CH:25][C:24]2=[CH:28][C:10]=1[CH2:11][N:12]([CH3:61])[C:13](=[O:60])[C@H:14]([NH:34][C:35]1[CH:36]=[C:37]3[C:42](=[CH:43][CH:44]=1)[C:41]([N:45]([C:53]([O:55][C:56]([CH3:59])([CH3:58])[CH3:57])=[O:54])[C:46](=[O:52])[O:47][C:48]([CH3:51])([CH3:50])[CH3:49])=[N:40][CH:39]=[CH:38]3)[C:15]1[CH:32]=[C:31]([CH3:33])[C:18]([C@@H:19]([CH3:30])[CH2:20][O:21][C:22](=[O:29])[NH:23]2)=[CH:17][CH:16]=1)C1C=CC=CC=1>CO.[Pd]>[C:48]([O:47][C:46]([N:45]([C:41]1[C:42]2[C:37](=[CH:36][C:35]([NH:34][C@H:14]3[C:13](=[O:60])[N:12]([CH3:61])[CH2:11][C:10]4[CH:28]=[C:24]([CH:25]=[C:26]([F:27])[C:9]=4[OH:8])[NH:23][C:22](=[O:29])[O:21][CH2:20][C@H:19]([CH3:30])[C:18]4[C:31]([CH3:33])=[CH:32][C:15]3=[CH:16][CH:17]=4)=[CH:44][CH:43]=2)[CH:38]=[CH:39][N:40]=1)[C:53](=[O:54])[O:55][C:56]([CH3:58])([CH3:59])[CH3:57])=[O:52])([CH3:49])([CH3:50])[CH3:51]. Reported procedure: 17I (0.227 g, 0.272 mmol) was dissolved in methanol (10 mL), degassed (3× Ar/vacuum). Then, Pd—C (0.029 g, 0.027 mmol) was added, and the reaction mixture was degassed again (3× Ar/vacuum). The resulting suspension was stirred under hydrogen (1 atm, balloon) for 1 h. The reaction mixture was filtered though a membrane filter, washed with MeOH (2×2 mL). MeOH was removed under reduced pressure to give 17J (0.199 g, 0.268 mmol, 98% yield) as a yellowish glass, which was lyophilized to give as a yel... The yield is 52.0%. Run at temperature 45 celsius, time 90 minute. The product is C(CCCCCCC\C=C/C\C=C/CCCCC)(=O)OCCCCCCCCCCCCCCCCCCCCCCCCCCC(=O)N[C@@H](CO)[C@H](O)[C@H](O)CCCCCCCCCCCCCC (N-(27-linoleovloxyheptacosanoyl)-phytosphingosine). Reactants: C(CCCCCCC\C=C/C\C=C/CCCCC)(=O)OCCCCCCCCCCCCCCCCCCCCCCCCCCC(=O)O (27-linoleoyloxyheptacosanoic acid), ON1N=NC2=C1C=CC=C2 (1-hydroxybenzotriazole), OC[C@H](N)[C@H](O)[C@H](O)CCCCCCCCCCCCCC (phytosphingosine), C(C)(C)N=C=NC(C)C (N,N'-diisopropylcarbodiimide). As a reaction SMILES: [C:1]([O:20][CH2:21][CH2:22][CH2:23][CH2:24][CH2:25][CH2:26][CH2:27][CH2:28][CH2:29][CH2:30][CH2:31][CH2:32][CH2:33][CH2:34][CH2:35][CH2:36][CH2:37][CH2:38][CH2:39][CH2:40][CH2:41][CH2:42][CH2:43][CH2:44][CH2:45][CH2:46][C:47]([OH:49])=O)(=[O:19])[CH2:2][CH2:3][CH2:4][CH2:5][CH2:6][CH2:7][CH2:8]/[CH:9]=[CH:10]\[CH2:11]/[CH:12]=[CH:13]\[CH2:14][CH2:15][CH2:16][CH2:17][CH3:18].ON1C2C=CC=CC=2N=N1.[OH:60][CH2:61][C@@H:62]([C@@H:64]([C@@H:66]([CH2:68][CH2:69][CH2:70][CH2:71][CH2:72][CH2:73][CH2:74][CH2:75][CH2:76][CH2:77][CH2:78][CH2:79][CH2:80][CH3:81])[OH:67])[OH:65])[NH2:63].C(N=C=NC(C)C)(C)C>C(Cl)(Cl)Cl>[C:1]([O:20][CH2:21][CH2:22][CH2:23][CH2:24][CH2:25][CH2:26][CH2:27][CH2:28][CH2:29][CH2:30][CH2:31][CH2:32][CH2:33][CH2:34][CH2:35][CH2:36][CH2:37][CH2:38][CH2:39][CH2:40][CH2:41][CH2:42][CH2:43][CH2:44][CH2:45][CH2:46][C:47]([NH:63][C@H:62]([C@@H:64]([C@@H:66]([CH2:68][CH2:69][CH2:70][CH2:71][CH2:72][CH2:73][CH2:74][CH2:75][CH2:76][CH2:77][CH2:78][CH2:79][CH2:80][CH3:81])[OH:67])[OH:65])[CH2:61][OH:60])=[O:49])(=[O:19])[CH2:2][CH2:3][CH2:4][CH2:5][CH2:6][CH2:7][CH2:8]/[CH:9]=[CH:10]\[CH2:11]/[CH:12]=[CH:13]\[CH2:14][CH2:15][CH2:16][CH2:17][CH3:18]. The solvent is C(Cl)(Cl)Cl (chloroform). Reported procedure: A mixture of 27-linoleoyloxyheptacosanoic acid (5 g, 7.2 mmoles), chloroform (90 ml), dried 1-hydroxybenzotriazole (3.2 g, 27.3 mmoles), phytosphingosine (3.07 g, 9.7 mmoles) and N,N'-diisopropylcarbodiimide (2.2 ml, 14.1 mmoles) was stirred under nitrogen for 90 minutes at 45° C. and then overnight at room temperature. After washing with 50 ml of a 1N hydrochloric acid solution and brine and filtration the organic layer was concentrated. After addition of hot isopropanol (150 ml) the mixture wa...